This data is from the Open Reaction Database (ORD), a public repository of structured organic reaction records. The task is: describe an organic reaction: reactants, conditions, products, and yield Starting materials: C(OC(C)Cl)(OC(C(C)C)C(C)C)=O (1-chloroethyl 2,4-dimethyl-3-pentyl carbonate), [I-].[Na+] (sodium iodide). Run in C(C)#N (acetonitrile). Yields the product C(OC(C)I)(OC(C(C)C)C(C)C)=O (1-iodoethyl 2,4-dimethyl-3-pentyl carbonate). As a reaction SMILES: [C:1](=[O:14])([O:6][CH:7]([CH:11]([CH3:13])[CH3:12])[CH:8]([CH3:10])[CH3:9])[O:2][CH:3](Cl)[CH3:4].[I-:15].[Na+]>C(#N)C>[C:1](=[O:14])([O:6][CH:7]([CH:11]([CH3:13])[CH3:12])[CH:8]([CH3:10])[CH3:9])[O:2][CH:3]([I:15])[CH3:4] |f:1.2|. Reported procedure: A mixture of 1.78 g of 1-chloroethyl 2,4-dimethyl-3-pentyl carbonate and 5 g of sodium iodide is stirred in 30 ml of acetonitrile at 70° C. for 4 hours and concentrated. The residue is extracted with ether and concentrated to give crude 1-iodoethyl 2,4-dimethyl-3-pentyl carbonate. In 30 ml of dimethylformamide is dissolved 3.6 g of potassium 7β-[2-(2-aminothiazol-4-yl)acetamido]-3-[[[1-(2-dimethylaminoethyl)-1H-tetrazol-5-yl]thio]methyl]ceph-3-em-4-carboxylate, and with ice-cooling and stirring,... Reactants: O (water), CC1=CC(=C(C=C1C=O)OC)OC (6-methylveratraldehyde), C(C1=CC=CC=C1)[Mg]Cl (benzylmagnesium chloride). The solvent is C1CCOC1 (THF), C1CCOC1 (THF), C1CCOC1 (THF). Run at time 8 hour. Product: C1(=CC=CC=C1)CCC1=CC=CC=C1 (bibenzyl), Grignard reagent. Reaction SMILES: C[C:2]1[C:7]([CH:8]=O)=[CH:6][C:5](OC)=[C:4](OC)[CH:3]=1.[CH2:14]([Mg]Cl)[C:15]1[CH:20]=[CH:19][CH:18]=[CH:17][CH:16]=1.O>C1COCC1>[C:15]1([CH2:14][CH2:8][C:7]2[CH:2]=[CH:3][CH:4]=[CH:5][CH:6]=2)[CH:20]=[CH:19][CH:18]=[CH:17][CH:16]=1. Reported procedure: To 10 g of 6-methylveratraldehyde under a nitrogen atmosphere in 75 ml dry THF was added dropwise 1.5 equivalents benzylmagnesium chloride in 20 ml dry THF. After stirring overnight at room temperature, 20 ml water was added. The residue remaining after most of the THF had been distilled off was added to an additional 100 ml water and extracted with ether to give a yellow oil. Distillation under reduced pressure gave bibenzyl resulting from coupling of the Grignard reagent and a quantitative yie... As a reaction SMILES: [CH3:16][O:17][c:18]1[cH:19][cH:20][c:21]([C:22]([c:23]2[cH:24][cH:25][c:26]([O:29][CH3:30])[cH:27][cH:28]2)([c:31]2[cH:32][cH:33][c:34]([O:37][CH3:38])[cH:35][cH:36]2)[Cl:39])[cH:40][cH:41]1.[O:48]1[CH2:49][CH2:50][O:51][CH2:52][CH2:53]1.[OH:1][CH2:2][C:3]([C:4](=[O:5])[O:6][CH2:7][CH3:8])([C:9](=[O:10])[O:11][CH2:12][CH3:13])[CH2:14][OH:15].[cH:42]1[cH:43][cH:44][n:45][cH:46][cH:47]1>>[OH:1][CH2:2][C:3]([C:4](=[O:5])[O:6][CH2:7][CH3:8])([C:9](=[O:10])[O:11][CH2:12][CH3:13])[CH2:14][O:15][C:22]([c:21]1[cH:20][cH:19][c:18]([O:17][CH3:16])[cH:41][cH:40]1)([c:23]1[cH:24][cH:25][c:26]([O:29][CH3:30])[cH:27][cH:28]1)[c:31]1[cH:32][cH:33][c:34]([O:37][CH3:38])[cH:35][cH:36]1. Product: CCOC(=O)C(CO)(COC(c1ccc(OC)cc1)(c1ccc(OC)cc1)c1ccc(OC)cc1)C(=O)OCC. Starting materials: COc1ccc(C(Cl)(c2ccc(OC)cc2)c2ccc(OC)cc2)cc1, C1COCCO1, CCOC(=O)C(CO)(CO)C(=O)OCC, c1ccncc1. Starting materials: NC=1N=CC(=NC1)C1=C(C=C(C=C1)C=1C(=CC=CC1)S)F (4′-(5-aminopyrazin-2-yl)-3′-fluoro-[1,1′-biphenyl]-2-thiol), NC1=NC=NC(=C1)Cl (4-amino-6-chloropyrimidine). Product: Cl.NC=1N=CC(=NC1)C1=C(C=C(C=C1)C1=C(C=CC=C1)SC1=CC(=NC=N1)N)F (6-{[4′-(5-Aminopyrazin-2-yl)-3′-fluorobiphenyl-2-yl]sulfanyl}pyrimidin-4-amine hydrochloride). Reaction SMILES: [NH2:1][C:2]1[N:3]=[CH:4][C:5]([C:8]2[CH:13]=[CH:12][C:11]([C:14]3[C:15]([SH:20])=[CH:16][CH:17]=[CH:18][CH:19]=3)=[CH:10][C:9]=2[F:21])=[N:6][CH:7]=1.[NH2:22][C:23]1[CH:28]=[C:27]([Cl:29])[N:26]=[CH:25][N:24]=1>>[ClH:29].[NH2:1][C:2]1[N:3]=[CH:4][C:5]([C:8]2[CH:13]=[CH:12][C:11]([C:14]3[CH:19]=[CH:18][CH:17]=[CH:16][C:15]=3[S:20][C:27]3[N:26]=[CH:25][N:24]=[C:23]([NH2:22])[CH:28]=3)=[CH:10][C:9]=2[F:21])=[N:6][CH:7]=1 |f:2.3|. Reported procedure: The title compound was prepared using analogous conditions to those described in Example 213 utilizing 4′-(5-aminopyrazin-2-yl)-3′-fluoro-[1,1′-biphenyl]-2-thiol and 4-amino-6-chloropyrimidine. MS (ESI): mass calcd. for C20H15FN6S, 390.11; m/z found, 391.1 [M+H]+. 1H NMR (400 MHz, CD3OD) δ 8.29-8.25 (m, 3H), 7.94 (m 1H), 7.82 (d, J=7.4, 1H), 7.74 (m, 1H), 7.67-7.58 (m, 2H), 7.34-7.23 (m, 2H), 5.94 (s, 1H).